From a dataset of the Open Reaction Database (ORD), a public repository of structured organic reaction records. describe an organic reaction: reactants, conditions, products, and yield Reactants: ClC1=C(C(=CC=C1)Cl)C1=CC2=C(N=C(N=C2)S(=O)(=O)C)N(C1=O)C (6-(2,6-Dichlorophenyl)-2-methanesulfonyl-8-methyl-8H-pyrido[2,3-d]pyrimidin-7-one), NC1=CC=C(C=C1)CC(=O)OC (4-aminophenylacetic acid, methyl ester), C(C)(=O)O (acetic acid). Solvent: O (Water). Product: ClC1=C(C(=CC=C1)Cl)C1=CC2=C(N=C(N=C2)NC2=CC=C(C=C2)CC(=O)OC)N(C1=O)C ({4-[6-(2,6-Dichlorophenyl)-8-methyl-7-oxo-7,8-dihydro-pyrido[2,3-d]pyrimidin-2-ylamino]phenyl}-acetic acid, methyl ester). As a reaction SMILES: [Cl:1][C:2]1[CH:7]=[CH:6][CH:5]=[C:4]([Cl:8])[C:3]=1[C:9]1[C:22](=[O:23])[N:21]([CH3:24])[C:12]2[N:13]=[C:14](S(C)(=O)=O)[N:15]=[CH:16][C:11]=2[CH:10]=1.[NH2:25][C:26]1[CH:31]=[CH:30][C:29]([CH2:32][C:33]([O:35][CH3:36])=[O:34])=[CH:28][CH:27]=1.C(O)(=O)C>O>[Cl:1][C:2]1[CH:7]=[CH:6][CH:5]=[C:4]([Cl:8])[C:3]=1[C:9]1[C:22](=[O:23])[N:21]([CH3:24])[C:12]2[N:13]=[C:14]([NH:25][C:26]3[CH:27]=[CH:28][C:29]([CH2:32][C:33]([O:35][CH3:36])=[O:34])=[CH:30][CH:31]=3)[N:15]=[CH:16][C:11]=2[CH:10]=1. Procedure: A mixture of 0.226 g (0.58 mmol) of 6-(2,6-dichlorophenyl)-2-methanesulfonyl-8-methyl-8H-pyrido[2,3-d]pyrimidin-7-one of Example 39 and 0.40 g (2.80 mmol) of 4-aminophenylacetic acid, methyl ester base was heated in a 160° C. to 165° C. oil bath. The resulting solution was heated for 10 minutes and cooled to room temperature. The solution was treated with 1 mL of glacial acetic acid to dissolve. Water (10 mL) was added to precipitate a gum. The mixture was decanted, and the remaining gum was dis... Starting materials: C[Si](C)(C)C=[N+]=[N-], Cc1ccccc1, CO, O=C(O)c1cc(C(F)(F)F)cc(C(F)(F)F)c1. Yields the product COC(=O)c1cc(C(F)(F)F)cc(C(F)(F)F)c1. Reaction SMILES: [CH3:1][Si:2]([CH:3]=[N+:4]=[N-:5])([CH3:6])[CH3:7].[CH3:25][c:26]1[cH:27][cH:28][cH:29][cH:30][cH:31]1.[CH3:32][OH:33].[F:8][C:9]([c:10]1[cH:11][c:12]([C:13](=[O:14])[OH:15])[cH:16][c:17]([C:19]([F:20])([F:21])[F:22])[cH:18]1)([F:23])[F:24]>>[CH3:1][O:14][C:13]([c:12]1[cH:11][c:10]([C:9]([F:8])([F:23])[F:24])[cH:18][c:17]([C:19]([F:20])([F:21])[F:22])[cH:16]1)=[O:15]. Reactants: N1CCCCC1 (piperidine), [N+](=O)([O-])C=1C=C(C(=O)C2=CC=CC=C2)C=CC1Cl (3-nitro-4-chloro-benzophenone), Cl.N1CCCCC1 (piperidine hydrochloride). Reaction conditions: time 4.5 minute. Yields the product [N+](=O)([O-])C=1C=C(C(=O)C2=CC=CC=C2)C=CC1N1CCCCC1 (3-nitro-4-piperidino-benzophenone). RXN SMILES: [NH:1]1[CH2:6][CH2:5][CH2:4][CH2:3][CH2:2]1.[N+:7]([C:10]1[CH:11]=[C:12]([CH:21]=[CH:22][C:23]=1Cl)[C:13]([C:15]1[CH:20]=[CH:19][CH:18]=[CH:17][CH:16]=1)=[O:14])([O-:9])=[O:8].Cl.N1CCCCC1>>[N+:7]([C:10]1[CH:11]=[C:12]([CH:21]=[CH:22][C:23]=1[N:1]1[CH2:6][CH2:5][CH2:4][CH2:3][CH2:2]1)[C:13]([C:15]1[CH:20]=[CH:19][CH:18]=[CH:17][CH:16]=1)=[O:14])([O-:9])=[O:8] |f:2.3|. Procedure: 15 ml. of piperidine are added at once to 13 g. of 3-nitro-4-chloro-benzophenone under stirring. Due to the highly exothermic reaction the mixture warms to 98° to 100° C within 4 to 5 minutes, thereafter piperidine hydrochloride starts to separate from the homogeneous reaction mixture. The mixture is stirred for 10 minutes at 98° to 100° C, thereafter cooled, the product is triturated with 30 ml. of n-hexane, and filtered. The crystalline substance is washed on the filter with 2×30 ml. of n-hexa... The reactants are O=C(Cc1ccc(Cl)cc1)N1C(=O)OCC1Cc1ccccc1, CC(C)C[AlH]CC(C)C, CC(C)(C)OC(=O)N1C(=O)CCC1(C)C, CCOCC, Cc1ccccc1, CCN(C(C)C)C(C)C, [Cl-], [Cl-], [Cl-], [Cl-], ClCCl, CC(C)(C)OC(=O)N1C(O)CCC1(C)C, [Ti+4]. Product: CC(C)(C)OC(=O)N1C(C(C(=O)N2C(=O)OCC2Cc2ccccc2)c2ccc(Cl)cc2)CCC1(C)C. RXN SMILES: [CH2:25]([c:26]1[cH:27][cH:28][cH:29][cH:30][cH:31]1)[CH:32]1[N:33]([C:38]([CH2:39][c:40]2[cH:41][cH:42][c:43]([Cl:46])[cH:44][cH:45]2)=[O:47])[C:34](=[O:37])[O:35][CH2:36]1.[CH3:16][CH:17]([CH2:18][AlH:19][CH2:20][CH:21]([CH3:22])[CH3:23])[CH3:24].[CH3:1][C:2]1([CH3:15])[N:3]([C:8](=[O:9])[O:10][C:11]([CH3:12])([CH3:13])[CH3:14])[C:4](=[O:7])[CH2:5][CH2:6]1.[CH3:72][CH2:73][O:74][CH2:75][CH3:76].[CH3:77][c:78]1[cH:79][cH:80][cH:81][cH:82][cH:83]1.[CH:48]([N:49]([CH:50]([CH3:51])[CH3:52])[CH2:53][CH3:54])([CH3:55])[CH3:56].[Cl-:87].[Cl-:89].[Cl-:90].[Cl-:91].[Cl:84][CH2:85][Cl:86].[OH:57][CH:58]1[N:59]([C:60]([O:61][C:62]([CH3:63])([CH3:64])[CH3:65])=[O:66])[C:67]([CH3:68])([CH3:69])[CH2:70][CH2:71]1.[Ti+4:88]>>[CH3:1][C:2]1([CH3:15])[N:3]([C:8](=[O:9])[O:10][C:11]([CH3:12])([CH3:13])[CH3:14])[CH:4]([CH:39]([C:38]([N:33]2[CH:32]([CH2:25][c:26]3[cH:27][cH:28][cH:29][cH:30][cH:31]3)[CH2:36][O:35][C:34]2=[O:37])=[O:47])[c:40]2[cH:41][cH:42][c:43]([Cl:46])[cH:44][cH:45]2)[CH2:5][CH2:6]1. Starting materials: IC1=CC=C(C=C1)C(CS(=O)(=O)CC1=CC=C(C=C1)I)=O (1-(4-iodophenyl)-2-(4-iodobenzylsulfonyl)ethanone), IC1=CC=C(C=O)C=C1 (4-iodobenzaldehyde). RXN SMILES: [I:1][C:2]1[CH:7]=[CH:6][C:5]([C:8](=[O:21])[CH2:9][S:10]([CH2:13][C:14]2[CH:19]=[CH:18][C:17]([I:20])=[CH:16][CH:15]=2)(=[O:12])=[O:11])=[CH:4][CH:3]=1.[I:22][C:23]1[CH:30]=[CH:29][C:26]([CH:27]=O)=[CH:25][CH:24]=1>>[I:1][C:2]1[CH:3]=[CH:4][C:5]([C:8](=[O:21])/[C:9](/[S:10]([CH2:13][C:14]2[CH:19]=[CH:18][C:17]([I:20])=[CH:16][CH:15]=2)(=[O:11])=[O:12])=[CH:27]\[C:26]2[CH:29]=[CH:30][C:23]([I:22])=[CH:24][CH:25]=2)=[CH:6][CH:7]=1. Reported procedure: The title compound is prepared by the methods described in Synthesis Example 10. A solution of 1-(4-iodophenyl)-2-(4-iodobenzylsulfonyl)ethanone (10 mmol) and 4-iodobenzaldehyde (10 mmol) was subjected to the procedure described as Method A in part C of Synthesis Example 10 and the product obtained was purified by column chromatography. Product: IC1=CC=C(C=C1)C(/C(=C\C1=CC=C(C=C1)I)/S(=O)(=O)CC1=CC=C(C=C1)I)=O ((E)-1-(4-iodophenyl)-2-(4-iodobenzylsulfonyl)-3-(4-iodophenyl)-prop-2-en-1-one).